The task is: describe an organic reaction: reactants, conditions, products, and yield. This data is from the Open Reaction Database (ORD), a public repository of structured organic reaction records. The reactants are CCCC#CCCC (4-Octyne), [N+](=[N-])=C(C(=O)OC)C(=O)OC (dimethyl diazomalonate). Reagents/catalysts: CC(=O)CC(=O)C.CC(=O)CC(=O)C.[Cu] (cupric acetylacetonate). The product is C(CC)C=1C(C1CCC)(C(=O)OC)C(=O)OC (dimethyl 2,3-di-n-propyl-2-cyclopropene-1,1-dicarboxylate). As a reaction SMILES: [CH3:1][CH2:2][CH2:3][C:4]#[C:5][CH2:6][CH2:7][CH3:8].[N+](=[C:11]([C:16]([O:18][CH3:19])=[O:17])[C:12]([O:14][CH3:15])=[O:13])=[N-]>CC(CC(C)=O)=O.CC(CC(C)=O)=O.[Cu]>[CH2:3]([C:4]1[C:11]([C:16]([O:18][CH3:19])=[O:17])([C:12]([O:14][CH3:15])=[O:13])[C:5]=1[CH2:6][CH2:7][CH3:8])[CH2:2][CH3:1] |f:2.3.4|. Procedure details: 4-Octyne and dimethyl diazomalonate were reacted in the presence of cupric acetylacetonate in a manner similar to that described in Example XCVII Part A to give dimethyl 2,3-di-n-propyl-2-cyclopropene-1,1-dicarboxylate which was saponified to give mono-methyl 2,3-di-n-propyl-2-cyclopropene-1,1-dicarboxylate and worked up by the general procedure of Example XCVII Part B. Reaction of the latter mono-methyl ester in sequence with ethyl chloroformate and 4-bromo-2-methylaniline, in the presence of p... Starting materials: C1CCOC1, [H-], CI, [Na+], CCOC(=O)C(O)c1cccc2ncccc12. The product is CCOC(=O)C(OC)c1cccc2ncccc12. RXN SMILES: [CH2:22]1[O:23][CH2:24][CH2:25][CH2:26]1.[H-:21].[I:18][CH3:19].[Na+:20].[OH:1][CH:2]([C:3](=[O:4])[O:5][CH2:6][CH3:7])[c:8]1[c:9]2[cH:10][cH:11][cH:12][n:13][c:14]2[cH:15][cH:16][cH:17]1>>[O:1]([CH:2]([C:3](=[O:4])[O:5][CH2:6][CH3:7])[c:8]1[c:9]2[cH:10][cH:11][cH:12][n:13][c:14]2[cH:15][cH:16][cH:17]1)[CH3:19]. Reactants: CCOC(C)=O, CCCCCC, CS(C)=O, COc1cc2c(CCl)nn(Cc3cn(C(c4ccccc4)(c4ccccc4)c4ccccc4)cn3)c2cc1OC, N#CO[K], O. Product: COc1cc2c(CC#N)nn(Cc3cn(C(c4ccccc4)(c4ccccc4)c4ccccc4)cn3)c2cc1OC. As a reaction SMILES: [C:51]([O:52][CH2:53][CH3:54])(=[O:55])[CH3:56].[CH3:45][CH2:46][CH2:47][CH2:48][CH2:49][CH3:50].[CH3:58][S:59](=[O:60])[CH3:61].[Cl:1][CH2:2][c:3]1[n:4][n:5]([CH2:16][c:17]2[n:18][cH:19][n:20]([C:22]([c:23]3[cH:24][cH:25][cH:26][cH:27][cH:28]3)([c:29]3[cH:30][cH:31][cH:32][cH:33][cH:34]3)[c:35]3[cH:36][cH:37][cH:38][cH:39][cH:40]3)[cH:21]2)[c:6]2[cH:7][c:8]([O:14][CH3:15])[c:9]([O:12][CH3:13])[cH:10][c:11]12.[K:41][O:42][C:43]#[N:44].[OH2:57]>>[CH2:2]([c:3]1[n:4][n:5]([CH2:16][c:17]2[n:18][cH:19][n:20]([C:22]([c:23]3[cH:24][cH:25][cH:26][cH:27][cH:28]3)([c:29]3[cH:30][cH:31][cH:32][cH:33][cH:34]3)[c:35]3[cH:36][cH:37][cH:38][cH:39][cH:40]3)[cH:21]2)[c:6]2[cH:7][c:8]([O:14][CH3:15])[c:9]([O:12][CH3:13])[cH:10][c:11]12)[C:43]#[N:44]. Reactants: COC(C(C(C1=CC(=CC=C1)F)Cl)=O)=O (3-chloro-3-(3-fluoro-phenyl)-2-oxo-propionic acid methyl ester), NC(=S)N (thiourea). The product is COC(=O)C=1N=C(SC1C1=CC(=CC=C1)F)N (2-Amino-5-(3-fluoro-phenyl)-thiazole-4-carboxylic acid methyl ester). Reaction SMILES: [CH3:1][O:2][C:3](=[O:15])[C:4](=O)[CH:5](Cl)[C:6]1[CH:11]=[CH:10][CH:9]=[C:8]([F:12])[CH:7]=1.[NH2:16][C:17]([NH2:19])=[S:18]>>[CH3:1][O:2][C:3]([C:4]1[N:16]=[C:17]([NH2:19])[S:18][C:5]=1[C:6]1[CH:11]=[CH:10][CH:9]=[C:8]([F:12])[CH:7]=1)=[O:15]. Procedure details: prepared by reaction of 3-chloro-3-(3-fluoro-phenyl)-2-oxo-propionic acid methyl ester with thiourea. LC-MS: tR=0.78 min; [M+H]+=252.9. Reactants: ClC1=NC=C(C(=N1)Cl)C(O)C1=CC(=CC=2C=COC21)F ((2,4-Dichloro-pyrimidin-5-yl)-(5-fluoro-benzofuran-7-yl)-methanol). Reagents/catalysts: [O-2].[Mn+2] (manganese oxide). Run in C(C)OC(C)=O (ethylacetate), C(C)(=O)OCC (ethyl acetate). Conditions: time 3.5 hour. Product: ClC1=NC=C(C(=N1)Cl)C(=O)C1=CC(=CC=2C=COC21)F ((2,4-dichloro-pyrimidin-5-yl)-(5-fluoro-benzofuran-7-yl)-methanone). Yield: 908.9%. Reaction SMILES: [Cl:1][C:2]1[N:7]=[C:6]([Cl:8])[C:5]([CH:9]([C:11]2[C:19]3[O:18][CH:17]=[CH:16][C:15]=3[CH:14]=[C:13]([F:20])[CH:12]=2)[OH:10])=[CH:4][N:3]=1>C(OC(=O)C)C.[O-2].[Mn+2]>[Cl:1][C:2]1[N:7]=[C:6]([Cl:8])[C:5]([C:9]([C:11]2[C:19]3[O:18][CH:17]=[CH:16][C:15]=3[CH:14]=[C:13]([F:20])[CH:12]=2)=[O:10])=[CH:4][N:3]=1 |f:2.3|. Procedure details: At 20° C., a solution of (2,4-dichloro-pyrimidin-5-yl)-(5-fluoro-benzofuran-7-yl)-methanol (0.9 g, 0.29 mmol, Step D) in ethylacetate (110 mL) was treated with a slurry of manganese oxide (9.0 g, Aldrich) in ethyl acetate (110 mL). After stirring for 3.5 hours, the reaction was filtered through celite and solvent removed in vacuo to give 0.82 g of (2,4-dichloro-pyrimidin-5-yl)-(5-fluoro-benzofuran-7-yl)-methanone as a foam and taken to the next step.